Dataset: the Open Reaction Database (ORD), a public repository of structured organic reaction records. Task: describe an organic reaction: reactants, conditions, products, and yield The reactants are [N+](=O)([O-])C1=CC=C(C=C1)OC(\C=C\C=C(C1=CC=C(C=C1)OC)C1=CC=C(C=C1)OC)=O ((E)-5,5-bis(4-methoxyphenyl)-2,4-pentadienoic acid 4-nitrophenyl ester), N1=CC(=CC=C1)CCCCN (3-pyridinebutanamine). Solvent: O1CCCC1 (tetrahydrofuran). The product is COC1=CC=C(C=C1)C(=C/C=C/C(=O)NCCCCC=1C=NC=CC1)C1=CC=C(C=C1)OC ((E)-5,5-bis(4-methoxyphenyl)-N-[4-(3-pyridinyl) butyl]-2,4-pentadienamide). The yield is 81.6%. As a reaction SMILES: [N+](C1C=CC([O:10][C:11](=O)/[CH:12]=[CH:13]/[CH:14]=[C:15]([C:24]2[CH:29]=[CH:28][C:27]([O:30][CH3:31])=[CH:26][CH:25]=2)[C:16]2[CH:21]=[CH:20][C:19]([O:22][CH3:23])=[CH:18][CH:17]=2)=CC=1)([O-])=O.[N:33]1[CH:38]=[CH:37][CH:36]=[C:35]([CH2:39][CH2:40][CH2:41][CH2:42][NH2:43])[CH:34]=1>O1CCCC1>[CH3:31][O:30][C:27]1[CH:26]=[CH:25][C:24]([C:15]([C:16]2[CH:17]=[CH:18][C:19]([O:22][CH3:23])=[CH:20][CH:21]=2)=[CH:14]/[CH:13]=[CH:12]/[C:11]([NH:43][CH2:42][CH2:41][CH2:40][CH2:39][C:35]2[CH:34]=[N:33][CH:38]=[CH:37][CH:36]=2)=[O:10])=[CH:29][CH:28]=1. Procedure: As in Example 134, a solution of (E)-5,5-bis(4-methoxyphenyl)-2,4-pentadienoic acid 4-nitrophenyl ester (4.3 g) and 3-pyridinebutanamine (1.51 g) in tetrahydrofuran (20 mL) was stirred for 1.5 hours at room temperature and was worked up in the usual fashion. The crude product was crystallized from ethyl acetate-hexane to provide 3.6 g of (E)-5,5-bis(4-methoxyphenyl)-N-[4-(3-pyridinyl) butyl]-2,4-pentadienamide mp 76°-77° C. Anal. Calculated for C28H30N2O3 : C, 75.99; H, 6.83; N, 6.33 Found: C, 7... Reactants: CSCCCl, [H-], [Na+], CN(C)C=O, CC(C)n1nc(Br)c2ccc(S)cc2c1=O. The product is CSCCSc1ccc2c(Br)nn(C(C)C)c(=O)c2c1. Reaction SMILES: [CH3:19][S:20][CH2:21][CH2:22][Cl:23].[H-:18].[Na+:17].[O:24]=[CH:25][N:26]([CH3:27])[CH3:28].[SH:1][c:2]1[cH:3][cH:4][c:5]2[c:6]([Br:16])[n:7][n:8]([CH:13]([CH3:14])[CH3:15])[c:9](=[O:12])[c:10]2[cH:11]1>>[S:1]([c:2]1[cH:3][cH:4][c:5]2[c:6]([Br:16])[n:7][n:8]([CH:13]([CH3:14])[CH3:15])[c:9](=[O:12])[c:10]2[cH:11]1)[CH2:22][CH2:21][S:20][CH3:19]. Starting materials: CC(=O)O[BH-](OC(C)=O)OC(C)=O, COC(=O)c1sc(-c2ccccc2)cc1N(C(=O)C1CCC(C)CC1)C1CCNCC1, O=Cc1ccccc1, CC(Cl)Cl, [Na+]. The product is COC(=O)c1sc(-c2ccccc2)cc1N(C(=O)C1CCC(C)CC1)C1CCN(Cc2ccccc2)CC1. As a reaction SMILES: [C:40]([O:41][BH-:42]([O:43][C:44](=[O:45])[CH3:46])[O:47][C:48](=[O:49])[CH3:50])(=[O:51])[CH3:52].[CH3:1][O:2][C:3](=[O:4])[c:5]1[s:6][c:7](-[c:26]2[cH:27][cH:28][cH:29][cH:30][cH:31]2)[cH:8][c:9]1[N:10]([CH:11]1[CH2:12][CH2:13][NH:14][CH2:15][CH2:16]1)[C:17](=[O:18])[CH:19]1[CH2:20][CH2:21][CH:22]([CH3:25])[CH2:23][CH2:24]1.[CH:32](=[O:33])[c:34]1[cH:35][cH:36][cH:37][cH:38][cH:39]1.[Cl:54][CH:55]([Cl:56])[CH3:57].[Na+:53]>>[CH3:1][O:2][C:3](=[O:4])[c:5]1[s:6][c:7](-[c:26]2[cH:27][cH:28][cH:29][cH:30][cH:31]2)[cH:8][c:9]1[N:10]([CH:11]1[CH2:12][CH2:13][N:14]([CH2:32][c:34]2[cH:35][cH:36][cH:37][cH:38][cH:39]2)[CH2:15][CH2:16]1)[C:17](=[O:18])[CH:19]1[CH2:20][CH2:21][CH:22]([CH3:25])[CH2:23][CH2:24]1. Starting materials: [BH4-].[Na+] (sodium borohydride), [Br-].[Li+] (lithium bromide), COC(C1=CC=C(C=C1)OCCCCCCCCCCCCCC)=O (4-tetradecyloxy-benzoic acid methyl ester), ice, Cl (hydrochloric acid). Solvent: COCCOCCOC (diethylene glycol dimethyl ether). Reaction conditions: time 30 minute. Product: C(CCCCCCCCCCCCC)OC1=CC=C(CO)C=C1 (4-tetradecyloxybenzyl alcohol). As a reaction SMILES: [BH4-].[Na+].[Br-].[Li+].C[O:6][C:7](=O)[C:8]1[CH:13]=[CH:12][C:11]([O:14][CH2:15][CH2:16][CH2:17][CH2:18][CH2:19][CH2:20][CH2:21][CH2:22][CH2:23][CH2:24][CH2:25][CH2:26][CH2:27][CH3:28])=[CH:10][CH:9]=1.Cl>COCCOCCOC>[CH2:15]([O:14][C:11]1[CH:10]=[CH:9][C:8]([CH2:7][OH:6])=[CH:13][CH:12]=1)[CH2:16][CH2:17][CH2:18][CH2:19][CH2:20][CH2:21][CH2:22][CH2:23][CH2:24][CH2:25][CH2:26][CH2:27][CH3:28] |f:0.1,2.3|. Procedure details: 1.35 g (36 mMols) of sodium borohydride and then 3.1 g (36 mMols) of lithium bromide were stirred into 60 ml of diethylene glycol dimethyl ether. After stirring for 30 minutes, 20.0 g (57 mMols) of 4-tetradecyloxy-benzoic acid methyl ester were added. The mixture was heated for 3.5 hours to 100° C. and poured in portions onto a mixture of 500 g of ice and 50 ml of concentrated hydrochloric acid, after which the deposit formed was filtered off and stirred with a little methylene chloride. The und... Reactants: C1CC2CCCC3CCCC1C23 (perhydroacenaphthene), CC12CC3(CC(CC(C1)C3)C2)C (1,3-dimethyladamantane). The product is C(C)C12CC3CC(CC(C1)C3)C2 (1-ethyladamantane). Reaction SMILES: [CH2:1]1[CH:11]2[CH:12]3[CH:7]([CH2:8][CH2:9][CH2:10]2)[CH2:6][CH2:5][CH2:4][CH:3]3C1.[CH3:13]C12CC3CC(CC(C)(C3)C1)C2>>[CH2:4]([C:5]12[CH2:6][CH:7]3[CH2:8][CH:9]([CH2:10][CH:11]([CH2:12]3)[CH2:1]1)[CH2:13]2)[CH3:3]. Procedure details: The same experiment as described in 2th line from the bottom in Table 5 of Example 5 was carried out except that perhydroacenaphthene prepared by hydrogenation of acenaphthene was used in place of TMN. Conversion rate of perhydroacenaphthene was 75.4%, and 1,3-dimethyladamantane and 1-ethyladamantane were obtained at 33.0% and 47.1% of selectivity and at 24.9% and 35.0% of yield respectively. Moreover, when amounts of catalyst was increased from 2 g to 4 g, conversion rate of perhydroacenaphthen...